From a dataset of the Open Reaction Database (ORD), a public repository of structured organic reaction records. describe an organic reaction: reactants, conditions, products, and yield Starting materials: COC(C1=CC(=C(C=C1)CO)N)=O (3-Amino-4-hydroxymethyl-benzoic acid methyl ester). Reagents/catalysts: O=[Mn]=O (MnO2). Run in C(Cl)Cl (CH2Cl2). Reaction conditions: time 5 hour. Product: COC(C1=CC(=C(C=C1)C=O)N)=O (3-Amino-4-formyl-benzoic acid methyl ester). Reaction SMILES: [CH3:1][O:2][C:3](=[O:13])[C:4]1[CH:9]=[CH:8][C:7]([CH2:10][OH:11])=[C:6]([NH2:12])[CH:5]=1>C(Cl)Cl.O=[Mn]=O>[CH3:1][O:2][C:3](=[O:13])[C:4]1[CH:9]=[CH:8][C:7]([CH:10]=[O:11])=[C:6]([NH2:12])[CH:5]=1. Procedure: Dissolve 3-amino-4-hydroxymethyl-benzoic acid methyl ester (step (c), 4.2 g, 23.3 mmol) in 125 mL of anhydrous CH2Cl2 and add MnO2 (20.2 g, 232.8 mmol) and stirred at RT. After 5 h, the solution was filtered through Celite and concentrated to afford the title compound as a yellow solid upon drying under vacuum. MS m/z: 180.1 (M+1). Starting materials: CO, NCC(=O)NC(CO)C(=O)O, O=S(Cl)Cl. Yields the product O=C1CNC(=O)C(CO)N1. Reaction SMILES: [CH3:16][OH:17].[NH2:1][CH2:2][C:3](=[O:4])[NH:5][CH:6]([CH2:7][OH:8])[C:9](=[O:10])[OH:11].[S:12]([Cl:13])([Cl:14])=[O:15]>>[NH:1]1[CH2:2][C:3](=[O:4])[NH:5][CH:6]([CH2:7][OH:8])[C:9]1=[O:11]. Reactants: [N+](=O)(O)[O-] (nitric acid), N(=[N+]=[N-])C=1C=C2N=C(C(=NC2=CC1Cl)O)O (6-azido-7-chloro-2,3-dihydroxyquinoxaline), [K+].[Br-] (KBr). Solvent: ice water. Reaction conditions: temperature 0 celsius, time 15 minute. The product is N(=[N+]=[N-])C=1C(=C2N=C(C(=NC2=CC1Cl)O)O)[N+](=O)[O-] (6-Azido-7-chloro-2,3-dihydroxy-5-nitroquinoxaline). Reaction SMILES: [N+:1]([O-:4])(O)=[O:2].[N:5]([C:8]1[CH:9]=[C:10]2[C:15](=[CH:16][C:17]=1[Cl:18])[N:14]=[C:13]([OH:19])[C:12]([OH:20])=[N:11]2)=[N+:6]=[N-:7].[K+].[Br-]>>[N:5]([C:8]1[C:9]([N+:1]([O-:4])=[O:2])=[C:10]2[C:15](=[CH:16][C:17]=1[Cl:18])[N:14]=[C:13]([OH:19])[C:12]([OH:20])=[N:11]2)=[N+:6]=[N-:7] |f:2.3|. Procedure: 15 ml 89% nitric acid was ice-cooled and then gradually added 1 g (4,2 mmol) 6-azido-7-chloro-2,3-dihydroxyquinoxaline. After stirring at 0° C. for 15 min, the reaction mixture was poured into 100 ml ice-water. The crude product was recrystallized (acetone-methanol-water) to give 0,95 g (80%) 6-azido-7-chloro-2,3-dihydroxy-5-nitroquinooxaline. IR (KBr): 2450 cm-1 (N3). NMR (DMSO-d6) 12.3 (2H, broad s), 7.07 (1H,s). Starting materials: C, CC(C)(C)OC(=O)NC1(C2CCN(Cc3ccccc3)C2)CCC1, CCO, [Pd]. Yields the product CC(C)(C)OC(=O)NC1(C2CCNC2)CCC1. Reaction SMILES: [C:28].[CH2:1]([c:2]1[cH:3][cH:4][cH:5][cH:6][cH:7]1)[N:8]1[CH2:9][CH:10]([C:13]2([NH:17][C:18](=[O:19])[O:20][C:21]([CH3:22])([CH3:23])[CH3:24])[CH2:14][CH2:15][CH2:16]2)[CH2:11][CH2:12]1.[CH3:25][CH2:26][OH:27].[Pd:29]>>[NH:8]1[CH2:9][CH:10]([C:13]2([NH:17][C:18](=[O:19])[O:20][C:21]([CH3:22])([CH3:23])[CH3:24])[CH2:14][CH2:15][CH2:16]2)[CH2:11][CH2:12]1. Reactants: C(CCC)N(CCCC)CC1=CN=C(O1)C=1N=CN2C1CN(C(C1=C2C=CC(=C1)F)=O)C (3-(5-dibutylaminomethyl-oxazol-2-yl)-8-fluoro-5-methyl-5,6-dihydro-4H-imidazo[1,5-a][1,4]-benzodiazepin-6-one), Cl (hydrochloric acid). Run in C(C)(=O)O (acetic acid). Conditions: time 0.5 hour. Product: Cl.C(CCC)N(CCCC)CC1=CN=C(O1)C=1N=CN2C1CN(C(C1=C2C=CC(=C1)F)=O)C (3-(5-dibutylaminomethyl-oxazol-2-yl)-8-fluoro-5-methyl-5,6-dihydro-4H-imidazo[1,5-a][1,4]benzodiazepin-6-one hydrochloride). The yield is 94.4%. RXN SMILES: [CH2:1]([N:5]([CH2:10][C:11]1[O:15][C:14]([C:16]2[N:17]=[CH:18][N:19]3[C:25]4[CH:26]=[CH:27][C:28]([F:30])=[CH:29][C:24]=4[C:23](=[O:31])[N:22]([CH3:32])[CH2:21][C:20]=23)=[N:13][CH:12]=1)[CH2:6][CH2:7][CH2:8][CH3:9])[CH2:2][CH2:3][CH3:4].[ClH:33]>C(O)(=O)C>[ClH:33].[CH2:1]([N:5]([CH2:10][C:11]1[O:15][C:14]([C:16]2[N:17]=[CH:18][N:19]3[C:25]4[CH:26]=[CH:27][C:28]([F:30])=[CH:29][C:24]=4[C:23](=[O:31])[N:22]([CH3:32])[CH2:21][C:20]=23)=[N:13][CH:12]=1)[CH2:6][CH2:7][CH2:8][CH3:9])[CH2:2][CH2:3][CH3:4] |f:3.4|. Procedure details: 0.82 g (0.00187 mol) of 3-(5-dibutylaminomethyl-oxazol-2-yl)-8-fluoro-5-methyl-5,6-dihydro-4H-imidazo[1,5-a][1,4]-benzodiazepin-6-one in 50 ml of acetic acid was treated with 0.53 ml (0.00196 mol) of 3.7N ethanolic hydrochloric acid. After stirring at 0° for 1/2 hr. the white suspension was suction filtered. There was obtained 0.84 g (94%) of 3-(5-dibutylaminomethyl-oxazol-2-yl)-8-fluoro-5-methyl-5,6-dihydro-4H-imidazo[1,5-a][1,4]benzodiazepin-6-one hydrochloride (1:1) as white crystals; m.p. 25...